This data is from the Open Reaction Database (ORD), a public repository of structured organic reaction records. The task is: describe an organic reaction: reactants, conditions, products, and yield Starting materials: CCOC(C)=O, Cc1c(NCc2ccccc2)c2c(c3c1C(c1ccc(C(C)C)cc1)CO3)CCCC2, CCCCCC. The product is Cc1c(N)c2c(c3c1C(c1ccc(C(C)C)cc1)CO3)CCCC2. As a reaction SMILES: [C:32]([O:33][CH2:34][CH3:35])(=[O:36])[CH3:37].[CH2:1]([c:2]1[cH:3][cH:4][cH:5][cH:6][cH:7]1)[NH:8][c:9]1[c:10]([CH3:31])[c:11]2[c:12]([c:25]3[c:30]1[CH2:29][CH2:28][CH2:27][CH2:26]3)[O:13][CH2:14][CH:15]2[c:16]1[cH:17][cH:18][c:19]([CH:22]([CH3:23])[CH3:24])[cH:20][cH:21]1.[CH3:38][CH2:39][CH2:40][CH2:41][CH2:42][CH3:43]>>[NH2:8][c:9]1[c:10]([CH3:31])[c:11]2[c:12]([c:25]3[c:30]1[CH2:29][CH2:28][CH2:27][CH2:26]3)[O:13][CH2:14][CH:15]2[c:16]1[cH:17][cH:18][c:19]([CH:22]([CH3:23])[CH3:24])[cH:20][cH:21]1.